Dataset: the Open Reaction Database (ORD), a public repository of structured organic reaction records. Task: describe an organic reaction: reactants, conditions, products, and yield Reactants: O=C([O-])O, CCO, Clc1ncccn1, NCCN1CCC(Nc2nc3ccccc3n2Cc2ccc(F)cc2)CC1, [Na+]. Yields the product Fc1ccc(Cn2c(NC3CCN(CCNc4ncccn4)CC3)nc3ccccc32)cc1. RXN SMILES: [C:35](=[O:36])([O-:37])[OH:38].[CH3:40][CH2:41][OH:42].[Cl:1][c:2]1[n:3][cH:4][cH:5][cH:6][n:7]1.[NH2:8][CH2:9][CH2:10][N:11]1[CH2:12][CH2:13][CH:14]([NH:17][c:18]2[n:19][c:20]3[c:21]([n:22]2[CH2:23][c:24]2[cH:25][cH:26][c:27]([F:30])[cH:28][cH:29]2)[cH:31][cH:32][cH:33][cH:34]3)[CH2:15][CH2:16]1.[Na+:39]>>[c:2]1([NH:8][CH2:9][CH2:10][N:11]2[CH2:12][CH2:13][CH:14]([NH:17][c:18]3[n:19][c:20]4[c:21]([n:22]3[CH2:23][c:24]3[cH:25][cH:26][c:27]([F:30])[cH:28][cH:29]3)[cH:31][cH:32][cH:33][cH:34]4)[CH2:15][CH2:16]2)[n:3][cH:4][cH:5][cH:6][n:7]1.